The task is: describe an organic reaction: reactants, conditions, products, and yield. This data is from the Open Reaction Database (ORD), a public repository of structured organic reaction records. The reactants are O=C([O-])O, CCOCC, ClC(Cl)Cl, Cl, [Na+], Cc1ncoc1C(C)(O)c1ccoc1. Product: C=C(c1ccoc1)c1ocnc1C. RXN SMILES: [C:21](=[O:22])([O-:23])[OH:24].[CH2:16]([O:17][CH2:18][CH3:19])[CH3:20].[CH:26]([Cl:27])([Cl:28])[Cl:29].[ClH:15].[Na+:25].[o:1]1[cH:2][c:3]([C:6]([CH3:7])([OH:8])[c:9]2[c:10]([CH3:14])[n:11][cH:12][o:13]2)[cH:4][cH:5]1>>[o:1]1[cH:2][c:3]([C:6](=[CH2:7])[c:9]2[c:10]([CH3:14])[n:11][cH:12][o:13]2)[cH:4][cH:5]1. The reactants are ClC1=NC(=C(C(=C1C#N)C1=CC(=C(C=C1)OCCO)F)C#N)SCC=1N=C(OC1)C1=CC=C(C=C1)Cl (2-Chloro-6-({[2-(4-chlorophenyl)-1,3-oxazol-4-yl]methyl}sulfanyl)-4-[3-fluoro-4-(2-hydroxy-ethoxy)phenyl]pyridine-3,5-dicarbonitrile), NCCO (2-aminoethanol). The solvent is C1CCOC1 (THF). Run at time 30 minute. Yields the product ClC1=CC=C(C=C1)C=1OC=C(N1)CSC1=NC(=C(C(=C1C#N)C1=CC(=C(C=C1)OCCO)F)C#N)NCCO (2-({[2-(4-Chlorophenyl)-1,3-oxazol-4-yl]methyl}sulfanyl)-4-[3-fluoro-4-(2-hydroxyethoxy)phenyl]-6-[(2-hydroxyethyl)amino]pyridine-3,5-dicarbonitrile). As a reaction SMILES: Cl[C:2]1[C:7]([C:8]#[N:9])=[C:6]([C:10]2[CH:15]=[CH:14][C:13]([O:16][CH2:17][CH2:18][OH:19])=[C:12]([F:20])[CH:11]=2)[C:5]([C:21]#[N:22])=[C:4]([S:23][CH2:24][C:25]2[N:26]=[C:27]([C:30]3[CH:35]=[CH:34][C:33]([Cl:36])=[CH:32][CH:31]=3)[O:28][CH:29]=2)[N:3]=1.[NH2:37][CH2:38][CH2:39][OH:40]>C1COCC1>[Cl:36][C:33]1[CH:32]=[CH:31][C:30]([C:27]2[O:28][CH:29]=[C:25]([CH2:24][S:23][C:4]3[C:5]([C:21]#[N:22])=[C:6]([C:10]4[CH:15]=[CH:14][C:13]([O:16][CH2:17][CH2:18][OH:19])=[C:12]([F:20])[CH:11]=4)[C:7]([C:8]#[N:9])=[C:2]([NH:37][CH2:38][CH2:39][OH:40])[N:3]=3)[N:26]=2)=[CH:35][CH:34]=1. Reported procedure: 25 mg (0.046 mmol) of 2-chloro-6-({[2-(4-chlorophenyl)-1,3-oxazol-4-yl]methyl}sulfanyl)-4-[3-fluoro-4-(2-hydroxyethoxy)phenyl]pyridine-3,5-dicarbonitrile (Example 125A) are initially charged in 1 ml of THF, 6 μl of 2-aminoethanol are added and the mixture is stirred at room temperature for 30 minutes. The reaction mixture is then purified directly by preparative HPLC (mobile phase gradient: acetonitrile/water 10:90→95:5). This gives 24 mg (94% of theory) of the target compound. Starting materials: ClC1=CC=C(C=O)C=C1 (4-chlorobenzaldehyde), 4A, ClC1=CC=C(C=C1)S(=O)(=O)N (4-chlorobenzenesulfonamide), 4A. Run in C1(=CC=CC=C1)C (toluene). The product is ClC1=CC=C(C=NS(=O)(=O)C2=CC=C(C=C2)Cl)C=C1 (N-(4-Chlorobenzylidene)-4-chlorobenzenesulfonamide). As a reaction SMILES: [Cl:1][C:2]1[CH:9]=[CH:8][C:5]([CH:6]=O)=[CH:4][CH:3]=1.[Cl:10][C:11]1[CH:16]=[CH:15][C:14]([S:17]([NH2:20])(=[O:19])=[O:18])=[CH:13][CH:12]=1>C1(C)C=CC=CC=1>[Cl:1][C:2]1[CH:9]=[CH:8][C:5]([CH:6]=[N:20][S:17]([C:14]2[CH:13]=[CH:12][C:11]([Cl:10])=[CH:16][CH:15]=2)(=[O:19])=[O:18])=[CH:4][CH:3]=1. Procedure details: A stirred solution consisting of 7.03 g (5.0 mmol) of 4-chlorobenzaldehyde, 9.58 g (5.0 mmol) of 4-chlorobenzenesulfonamide, 8 g of 4A molecular sieves and 0.1 g of Amberlite IR-120 in 90 mL of toluene was heated to reflux. The reaction vessel was fitted with a Dean Stark trap which was filled with 4A molecular sieves. The mixture was heated for 4 hours, at which point TLC analysis showed conversion to sulfonimine. The mixture was allowed to cool to room temperature and was filtered. Concentrati... Starting materials: N,N′-carbonyldiimidazole, [N+](=O)([O-])C=1C=C(C(C(=O)O)=CC1)N (4-nitro-anthranilic acid), NCC1=CC=C(C#N)C=C1 (4-aminomethyl-benzonitrile). Solvent: CN(C=O)C (dimethylformamide), CN(C=O)C (dimethylformamide). Reaction conditions: temperature 50 celsius, time 30 minute. The product is NC1=C(C(=O)NCC2=CC=C(C=C2)C#N)C=CC(=C1)[N+](=O)[O-] (2-amino-N-(4-cyano-benzyl)-4-nitro-benzamide). As a reaction SMILES: [N+:1]([C:4]1[CH:5]=[C:6]([NH2:13])[C:7](=[CH:11][CH:12]=1)[C:8]([OH:10])=O)([O-:3])=[O:2].[NH2:14][CH2:15][C:16]1[CH:23]=[CH:22][C:19]([C:20]#[N:21])=[CH:18][CH:17]=1>CN(C)C=O>[NH2:13][C:6]1[CH:5]=[C:4]([N+:1]([O-:3])=[O:2])[CH:12]=[CH:11][C:7]=1[C:8]([NH:21][CH2:20][C:19]1[CH:22]=[CH:23][C:16]([C:15]#[N:14])=[CH:17][CH:18]=1)=[O:10]. Procedure details: 31.7 g (0.17 mol) of 4-nitro-anthranilic acid are dissolved in 350 ml dimethylformamide and after the addition of 45.4 g (0.28 mol) of N,N′-carbonyldiimidazole stirred for 30 minutes at 50° C. Then a solution of 23 g (0.17 mol) of 4-aminomethyl-benzonitrile in 100 ml dimethylformamide is added dropwise and stirred for 2 hours at 50° C. The solution is evaporated down, dissolved in ethyl acetate and extracted with sodium hydrogen carbonate solution. The combined organic extracts are dried and eva... Reactants: Cc1ccc(CNCCCO)cc1, CC#N, CSc1nn(-c2c(Cl)cc(Cl)cc2Cl)c2nc(C)nc(Cl)c12. Product: CSc1nn(-c2c(Cl)cc(Cl)cc2Cl)c2nc(C)nc(N(CCCO)Cc3ccc(C)cc3)c12. As a reaction SMILES: [CH3:23][c:24]1[cH:25][cH:26][c:27]([CH2:28][NH:29][CH2:30][CH2:31][CH2:32][OH:33])[cH:34][cH:35]1.[CH3:36][C:37]#[N:38].[Cl:1][c:2]1[c:3]2[c:4]([n:5][c:6]([CH3:8])[n:7]1)[n:9](-[c:14]1[c:15]([Cl:22])[cH:16][c:17]([Cl:21])[cH:18][c:19]1[Cl:20])[n:10][c:11]2[S:12][CH3:13]>>[c:2]1([N:29]([CH2:28][c:27]2[cH:26][cH:25][c:24]([CH3:23])[cH:35][cH:34]2)[CH2:30][CH2:31][CH2:32][OH:33])[c:3]2[c:4]([n:5][c:6]([CH3:8])[n:7]1)[n:9](-[c:14]1[c:15]([Cl:22])[cH:16][c:17]([Cl:21])[cH:18][c:19]1[Cl:20])[n:10][c:11]2[S:12][CH3:13]. Starting materials: N1C(=CC2=CC=CC=C12)C(=O)N[C@H]1[C@@H](SC2=C(N(C1=O)CC(=O)OC(C)(C)C)C=CC=C2)C2=CC=CC=C2 (tert-butyl trans-3-(2-indolecarboxamido)-4-oxo-2-phenyl-2,3,4,5-tetrahydro-1,5-benzothiazepine-5-acetate), C1(=CC=CC=C1)OC (anisole), solution, Br.C(C)(=O)O (hydrobromic acid acetic acid). The solvent is C(C)(=O)O (acetic acid). Yields the product N1C(=CC2=CC=CC=C12)C(=O)N[C@H]1[C@@H](SC2=C(N(C1=O)CC(=O)O)C=CC=C2)C2=CC=CC=C2 (trans-3-(2-indolecarboxamido)- 4-oxo-2-phenyl-2,3,4,5-tetrahydro-1,5-benzothiazepine-5-acetic acid). The yield is 78.3%. Reaction SMILES: [NH:1]1[C:9]2[C:4](=[CH:5][CH:6]=[CH:7][CH:8]=2)[CH:3]=[C:2]1[C:10]([NH:12][C@@H:13]1[C:19](=[O:20])[N:18]([CH2:21][C:22]([O:24]C(C)(C)C)=[O:23])[C:17]2[CH:29]=[CH:30][CH:31]=[CH:32][C:16]=2[S:15][C@H:14]1[C:33]1[CH:38]=[CH:37][CH:36]=[CH:35][CH:34]=1)=[O:11].C1(OC)C=CC=CC=1.Br.C(O)(=O)C>C(O)(=O)C>[NH:1]1[C:9]2[C:4](=[CH:5][CH:6]=[CH:7][CH:8]=2)[CH:3]=[C:2]1[C:10]([NH:12][C@@H:13]1[C:19](=[O:20])[N:18]([CH2:21][C:22]([OH:24])=[O:23])[C:17]2[CH:29]=[CH:30][CH:31]=[CH:32][C:16]=2[S:15][C@H:14]1[C:33]1[CH:38]=[CH:37][CH:36]=[CH:35][CH:34]=1)=[O:11] |f:2.3|. Procedure: While a mixture of 5 g of tert-butyl trans-3-(2-indolecarboxamido)-4-oxo-2-phenyl-2,3,4,5-tetrahydro-1,5-benzothiazepine-5-acetate, 15 ml of acetic acid and 2 ml of anisole is stirred at room temperature, 21 ml of a 30% solution of hydrobromic acid-acetic acid is added to the mixture dropwise. After the mixture is stirred at room temperature for 9 hours, the resulting crystals are collected by filtration and washed with ethyl acetate to give 3.5 g of trans-3-(2-indolecarboxamido)- 4-oxo-2-phenyl... Starting materials: FC1(CCN(CC1)C(=O)C=1NC2=CC=C(C=C2C1)OC1CCN(CC1)C(C)C)F ((4,4-Difluoro-piperidin-1-yl)-[5-(1-isopropyl-piperidin-4-yloxy)-1H-indol-2-yl]-methanone), FC1(CCN(CC1)C(=O)C=1NC2=CC=C(C=C2C1)OC1CCN(CC1)C(C)C)F ((4,4-Difluoro-piperidin-1-yl)-[5-(1-isopropyl-piperidin-4-yloxy)-1H-indol-2-yl]-methanone), O1CCN(CC1)C1=NC=C(C=C1)B(O)O (2-morpholino-5-pyridine boronic acid). Yields the product FC1(CCN(CC1)C(=O)C=1N(C2=CC=C(C=C2C1)OC1CCN(CC1)C(C)C)C=1C=NC(=CC1)N1CCOCC1)F ((4,4-Difluoro-piperidin-1-yl)-[5-(1-isopropyl-piperidin-4-yloxy)-1-(6-morpholin-4-yl-pyridin-3-yl)-1H-indol-2-yl]-methanone). Reaction SMILES: [F:1][C:2]1([F:29])[CH2:7][CH2:6][N:5]([C:8]([C:10]2[NH:11][C:12]3[C:17]([CH:18]=2)=[CH:16][C:15]([O:19][CH:20]2[CH2:25][CH2:24][N:23]([CH:26]([CH3:28])[CH3:27])[CH2:22][CH2:21]2)=[CH:14][CH:13]=3)=[O:9])[CH2:4][CH2:3]1.[O:30]1[CH2:35][CH2:34][N:33]([C:36]2[CH:41]=[CH:40][C:39](B(O)O)=[CH:38][N:37]=2)[CH2:32][CH2:31]1>>[F:29][C:2]1([F:1])[CH2:7][CH2:6][N:5]([C:8]([C:10]2[N:11]([C:39]3[CH:38]=[N:37][C:36]([N:33]4[CH2:32][CH2:31][O:30][CH2:35][CH2:34]4)=[CH:41][CH:40]=3)[C:12]3[C:17]([CH:18]=2)=[CH:16][C:15]([O:19][CH:20]2[CH2:25][CH2:24][N:23]([CH:26]([CH3:27])[CH3:28])[CH2:22][CH2:21]2)=[CH:14][CH:13]=3)=[O:9])[CH2:4][CH2:3]1. Procedure details: In analogy to the procedure described for the synthesis of example 6, the title compound was synthesized from (4,4-difluoro-piperidin-1-yl)-[5-(1-isopropyl-piperidin-4-yloxy)-1H-indol-2-yl]-methanone (intermediate 1) and 2-morpholino-5-pyridine boronic acid. The title compound was obtained in 7% yield as yellow solid. MS (m/e): 568.4 (MH+, 100%). The reactants are C(C)C1(OCCC2=C1NC1=C(C=CC=C21)C#CC)CC(=O)OC (1-ethyl-8-(1-propynyl)-1,3,4,9-tetrahydropyrano[3,4-b]indole-1-acetic acid, methyl ester), [H][H] (hydrogen). The reagents and catalysts are [Pd].CC(=O)[O-].CC(=O)[O-].[Pb+2] (Lindlar catalyst). Run in CO (methanol). Run at time 8 hour. Product: C(C)C1(OCCC2=C1NC1=C(C=CC=C21)\C=C/C)CC(=O)OC ((Z)-1-Ethyl-8-(1-propenyl)-1,3,4,9-tetrahydropyrano[3,4-b]indole-1-acetic Acid, Methyl Ester). The yield is 44.7%. As a reaction SMILES: [CH2:1]([C:3]1([CH2:19][C:20]([O:22][CH3:23])=[O:21])[C:8]2[NH:9][C:10]3[C:15]([C:7]=2[CH2:6][CH2:5][O:4]1)=[CH:14][CH:13]=[CH:12][C:11]=3[C:16]#[C:17][CH3:18])[CH3:2].[H][H]>[Pd].CC([O-])=O.CC([O-])=O.[Pb+2].CO>[CH2:1]([C:3]1([CH2:19][C:20]([O:22][CH3:23])=[O:21])[C:8]2[NH:9][C:10]3[C:15]([C:7]=2[CH2:6][CH2:5][O:4]1)=[CH:14][CH:13]=[CH:12][C:11]=3/[CH:16]=[CH:17]\[CH3:18])[CH3:2] |f:2.3.4.5|. Procedure details: A mixture of 1-ethyl-8-(1-propynyl)-1,3,4,9-tetrahydropyrano[3,4-b]indole-1-acetic acid, methyl ester (155 mg, 0.5 mmol), Lindlar catalyst (15 mg), and methanol (10 mL) was charged with 1 atmosphere of hydrogen and allowed to stir at room temperature overnight. The catalyst was then removed by filtration through a celite plug, and the filtrate concentrated to give 170 mg of the crude product. This material was purified by flash chromatography (10% ethyl acetate/hexane, silica gel) to give the pu...